Dataset: the Open Reaction Database (ORD), a public repository of structured organic reaction records. Task: describe an organic reaction: reactants, conditions, products, and yield Reactants: C(C)OC(=O)N1CC2CC3=C(C2C1)SC(=C3)C (5-Methyl-3,3a,7,7a-tetrahydro-1H-4-thia-2-aza-cyclopenta[α]pentalene-2-carboxylic acid ethyl ester), C(=O)(O)[O-].[Na+] (NaHCO3), C1(O)=CC=C(O)C=C1 (hydroquinone), C1CC(=O)N(C1=O)Br (NBS). Solvent: C(Cl)(Cl)Cl (CHCl3), CC(=O)O (AcOH). Conditions: temperature 40 celsius. Yields the product C(C)OC(=O)N1CC2CC3=C(C2C1)SC(=C3Br)C (6-Bromo-5-methyl-3,3a,7,7a-tetrahydro-1H-4-thia-2-aza-cyclopenta[α]pentalene-2-carboxylic acid ethyl ester). RXN SMILES: [CH2:1]([O:3][C:4]([N:6]1[CH2:13][CH:12]2[CH:8]([CH2:9][C:10]3[CH:16]=[C:15]([CH3:17])[S:14][C:11]=32)[CH2:7]1)=[O:5])[CH3:2].C1(C=CC(O)=CC=1)O.C1C(=O)N([Br:33])C(=O)C1.C([O-])(O)=O.[Na+]>C(Cl)(Cl)Cl.CC(O)=O>[CH2:1]([O:3][C:4]([N:6]1[CH2:13][CH:12]2[CH:8]([CH2:9][C:10]3[C:16]([Br:33])=[C:15]([CH3:17])[S:14][C:11]=32)[CH2:7]1)=[O:5])[CH3:2] |f:3.4|. Procedure details: The product of Example 15, step c) (69.1 mg, 0.30 mmol) was placed in a vial and diluted with CHCl3 (740 μl) and AcOH (740 μl). Next, hydroquinone (−5 mg) was added followed by NBS (51.4 mg, 0.31 mmol) and the contents were heated to 40° C. for 6 hours. The crude reaction mixture was carefully poured into saturated NaHCO3 (10 ml) and extracted with EtOAc (3×5 ml). The organic layer was dried (MgSO4) and purified by preparative TLC using hexanes/EtOAc 50:50 providing the subtitled product. MS cal...